This data is from the Open Reaction Database (ORD), a public repository of structured organic reaction records. The task is: describe an organic reaction: reactants, conditions, products, and yield The reactants are FC=1C=CC2=C(C(N(CC=3N2C=NC3I)C)=O)C1 (8-fluoro-4,5-dihydro-3-iodo-5-methyl-6H-imidazo[1,5-a][1,4]benzodiazepin-6-one), ClC1=C(C=CC=C1)C#C (o-chlorophenylacetylene). The reagents and catalysts are Cl[Pd]([P](C1=CC=CC=C1)(C2=CC=CC=C2)C3=CC=CC=C3)([P](C4=CC=CC=C4)(C5=CC=CC=C5)C6=CC=CC=C6)Cl (bis-(triphenylphosphine)-palladium(II) dichloride), [Cu]I (copper(I) iodide). The solvent is C(Cl)Cl (methylene chloride), C(C)NCC (diethylamine). Yields the product ClC1=C(C=CC=C1)C#CC=1N=CN2C1CN(C(C1=C2C=CC(=C1)F)=O)C (3-[(o-chlorophenyl)ethynyl]-8-fluoro-4,5-dihydro-5-methyl-6H-imidazo[1,5-a][1,4]benzodiazepin-6-one). As a reaction SMILES: [F:1][C:2]1[CH:3]=[CH:4][C:5]2[N:11]3[CH:12]=[N:13][C:14](I)=[C:10]3[CH2:9][N:8]([CH3:16])[C:7](=[O:17])[C:6]=2[CH:18]=1.[Cl:19][C:20]1[CH:25]=[CH:24][CH:23]=[CH:22][C:21]=1[C:26]#[CH:27]>C(NCC)C.C(Cl)Cl.Cl[Pd](Cl)([P](C1C=CC=CC=1)(C1C=CC=CC=1)C1C=CC=CC=1)[P](C1C=CC=CC=1)(C1C=CC=CC=1)C1C=CC=CC=1.[Cu]I>[Cl:19][C:20]1[CH:25]=[CH:24][CH:23]=[CH:22][C:21]=1[C:26]#[C:27][C:14]1[N:13]=[CH:12][N:11]2[C:5]3[CH:4]=[CH:3][C:2]([F:1])=[CH:18][C:6]=3[C:7](=[O:17])[N:8]([CH3:16])[CH2:9][C:10]=12 |^1:38,57|. Procedure details: 3.6 g (10 mmol) of 8-fluoro-4,5-dihydro-3-iodo-5-methyl-6H-imidazo[1,5-a][1,4]benzodiazepin-6-one was stirred at room temperature overnight with 1.5 g (11 mmol) of o-chlorophenylacetylene, 70 mg of bis-(triphenylphosphine)-palladium(II) dichloride and 15 mg of copper(I) iodide in 20 ml of diethylamine. The reaction mixture was diluted with 175 ml of methylene chloride and washed three times with water. After drying and evaporation of the solution the residue was chromatographed on silica gel whi... The reactants are O[C@@H]1C([C@@H]2CCC=3C4=CC[C@H]([C@@H](CCC(=O)O)C)[C@]4(CCC3[C@]2(CC1)C)C)(C)C (3β-Hydroxy-4,4-dimethyl-5α-chola-8,14-dien-24-oic acid), C([O-])([O-])=O.[Cs+].[Cs+] (cesium carbonate), C(C1=CC=CC=C1)Cl (benzyl chloride). Run in CN(C)C=O (DMF). Conditions: temperature 50 celsius, time 8 hour. The product is C(C1=CC=CC=C1)OC(CC[C@@H](C)[C@H]1CC=C2C=3CC[C@H]4C([C@H](CC[C@]4(C)C3CC[C@]12C)O)(C)C)=O (3β-Hydroxy-4,4-dimethyl-5α-chola-8,14-dien-24-oic Acid Benzyl Ester). RXN SMILES: [OH:1][C@H:2]1[CH2:25][CH2:24][C@@:23]2([CH3:26])[C@@H:4]([CH2:5][CH2:6][C:7]3[C:8]4[C@:19]([CH3:27])([CH2:20][CH2:21][C:22]=32)[C@@H:11]([C@H:12]([CH3:18])[CH2:13][CH2:14][C:15]([OH:17])=[O:16])[CH2:10][CH:9]=4)[C:3]1([CH3:29])[CH3:28].C(=O)([O-])[O-].[Cs+].[Cs+].[CH2:36](Cl)[C:37]1[CH:42]=[CH:41][CH:40]=[CH:39][CH:38]=1>CN(C=O)C>[CH2:36]([O:16][C:15](=[O:17])[CH2:14][CH2:13][C@H:12]([C@@H:11]1[C@:19]2([CH3:27])[C:8]([C:7]3[CH2:6][CH2:5][C@@H:4]4[C@:23]([C:22]=3[CH2:21][CH2:20]2)([CH3:26])[CH2:24][CH2:25][C@H:2]([OH:1])[C:3]4([CH3:28])[CH3:29])=[CH:9][CH2:10]1)[CH3:18])[C:37]1[CH:42]=[CH:41][CH:40]=[CH:39][CH:38]=1 |f:1.2.3|. Procedure details: 3β-Hydroxy-4,4-dimethyl-5α-chola-8,14-dien-24-oic acid (100 mg) is suspended in 5 ml of dry DMF. 811 mg of cesium carbonate and 0.29 ml of benzyl chloride is added and the mixture is stirred at 50° C. overnight. After aqueous work-up, column chromatography and crystallisation from acetone/water 55 mg of the title compound is obtained. Melting point: 118-119° C. Starting materials: [BH4-].[Li+] (lithium borohydride), C(CC(O)(C(=O)O)CC(=O)O)(=O)O (citric acid), C(CC(O)(C(=O)O)CC(=O)O)(=O)O (citric acid), Cl[Si](C)(C)C (chlorotrimethylsilane), FC1=CC2=C(N=C3C=CC=CC3=C2C=C1)C (8-fluoro-6-methylphenanthridine). Solvent: CO (methanol), C1(=CC=CC=C1)C (toluene), O1CCCC1 (tetrahydrofuran), C(C)(=O)OCC (Ethyl acetate), C1(=CC=CC=C1)C (toluene), O1CCCC1 (tetrahydrofuran). Reaction conditions: temperature 0 celsius, time 8 day. Product: FC=1C=C2[C@@H](NC=3C=CC=CC3C2=CC1)C ((S)-8-Fluoro-6-methyl-5,6-dihydrophenanthridine). Isolated yield 95.3%. RXN SMILES: [BH4-].[Li+].Cl[Si](C)(C)C.[F:8][C:9]1[CH:22]=[CH:21][C:20]2[C:11](=[C:12]([CH3:23])[N:13]=[C:14]3[C:19]=2[CH:18]=[CH:17][CH:16]=[CH:15]3)[CH:10]=1.C(O)(=O)CC(CC(O)=O)(C(O)=O)O>C1(C)C=CC=CC=1.O1CCCC1.CO.C(OCC)(=O)C>[F:8][C:9]1[CH:10]=[C:11]2[C:20](=[CH:21][CH:22]=1)[C:19]1[CH:18]=[CH:17][CH:16]=[CH:15][C:14]=1[NH:13][C@H:12]2[CH3:23] |f:0.1|. Procedure details: To a stirred suspension of lithium borohydride (8.25 g, 0.378 mole) in a mixture of toluene (94.7 niL) and tetrahydrofuran (9.46 mL) kept under nitrogen and at 0° C. was added dropwise chlorotrimethylsilane (96.1 nmL). Additional tetrahydrofuran (30 mL) and toluene (105 mL) were added to rinse the glassware. (R)-2-methyl-CBS-oxazaborolidine (56.8 mL) was added dropwise at room temperature. The mixture was cooled to 0° C. and solid 8-fluoro-6-methylphenanthridine (40 g, 0.189 mole) was added in t... Reactants: CC(C)(C)c1ccc(-c2nnc(Nc3ccc(O)cc3)c3ccccc23)cc1, O=C([O-])[O-], COc1cnc2c(Cl)ccnc2c1, [Cs+], [Cs+], CN(C)C=O. Product: COc1cnc2c(Oc3ccc(Nc4nnc(-c5ccc(C(C)(C)C)cc5)c5ccccc45)cc3)ccnc2c1. Reaction SMILES: [C:14]([CH3:15])([CH3:16])([CH3:17])[c:18]1[cH:19][cH:20][c:21](-[c:24]2[n:25][n:26][c:27]([NH:34][c:35]3[cH:36][cH:37][c:38]([OH:41])[cH:39][cH:40]3)[c:28]3[cH:29][cH:30][cH:31][cH:32][c:33]23)[cH:22][cH:23]1.[C:42](=[O:43])([O-:44])[O-:45].[Cl:1][c:2]1[cH:3][cH:4][n:5][c:6]2[cH:7][c:8]([O:12][CH3:13])[cH:9][n:10][c:11]12.[Cs+:46].[Cs+:47].[O:48]=[CH:49][N:50]([CH3:51])[CH3:52]>>[c:2]1([O:41][c:38]2[cH:37][cH:36][c:35]([NH:34][c:27]3[n:26][n:25][c:24](-[c:21]4[cH:20][cH:19][c:18]([C:14]([CH3:15])([CH3:16])[CH3:17])[cH:23][cH:22]4)[c:33]4[c:28]3[cH:29][cH:30][cH:31][cH:32]4)[cH:40][cH:39]2)[cH:3][cH:4][n:5][c:6]2[cH:7][c:8]([O:12][CH3:13])[cH:9][n:10][c:11]12. Reactants: ClC1=C(C=C(C=C1)NC(=O)NC1=CC=C(C=C1)C(=O)O)C(F)(F)F (4-Chloro-3-(trifluoromethyl)phenyl-N′-(4-carboxyphenyl) urea), CNC(=O)C=1C=C(N)C=CC1 (3-methylcarbamoylaniline). The product is ClC1=C(C=C(C=C1)NC(=O)NC1=CC=C(C=C1)C(NC1=CC(=CC=C1)C(NC)=O)=O)C(F)(F)F (4-chloro-3-(trifluoromethyl)phenyl-N′-(4-(3-methylcarbamoylphenyl)carbamoylphenyl) urea). RXN SMILES: [Cl:1][C:2]1[CH:7]=[CH:6][C:5]([NH:8][C:9]([NH:11][C:12]2[CH:17]=[CH:16][C:15]([C:18]([OH:20])=O)=[CH:14][CH:13]=2)=[O:10])=[CH:4][C:3]=1[C:21]([F:24])([F:23])[F:22].[CH3:25][NH:26][C:27]([C:29]1[CH:30]=[C:31]([CH:33]=[CH:34][CH:35]=1)[NH2:32])=[O:28]>>[Cl:1][C:2]1[CH:7]=[CH:6][C:5]([NH:8][C:9]([NH:11][C:12]2[CH:13]=[CH:14][C:15]([C:18](=[O:20])[NH:32][C:31]3[CH:33]=[CH:34][CH:35]=[C:29]([C:27](=[O:28])[NH:26][CH3:25])[CH:30]=3)=[CH:16][CH:17]=2)=[O:10])=[CH:4][C:3]=1[C:21]([F:23])([F:24])[F:22]. Procedure: Entry 67: N-(4-Chloro-3-(trifluoromethyl)phenyl-N′-(4-ethoxycarbonylphenyl) urea was synthesized according to Method C1e. N-(4-Chloro-3-(trifluoromethyl)phenyl-N′-(4-ethoxycarbonylphenyl) urea was saponified according to Method D3 to give N-(4-chloro-3-(trifluoromethyl)phenyl-N-(4-carboxyphenyl) urea. N-(4-Chloro-3-(trifluoromethyl)phenyl-N′-(4-carboxyphenyl) urea was coupled with 3-methylcarbamoylaniline according to Method D1b to give N-(4-chloro-3-(trifluoromethyl)phenyl-N′-(4-(3-methylcarbam... Reactants: NNC(=O)c1ccccc1, C1CCOC1, CN=C=S. Yields the product CNC(=S)NNC(=O)c1ccccc1. RXN SMILES: [C:1]([c:2]1[cH:3][cH:4][cH:5][cH:6][cH:7]1)(=[O:8])[NH:9][NH2:10].[CH2:15]1[O:16][CH2:17][CH2:18][CH2:19]1.[CH3:11][N:12]=[C:13]=[S:14]>>[C:1]([c:2]1[cH:3][cH:4][cH:5][cH:6][cH:7]1)(=[O:8])[NH:9][NH:10][C:13]([NH:12][CH3:11])=[S:14]. Reactants: CCN(C(C)C)C(C)C (Hunig's base), O=C1NC2=C(OC1)C=CC(=C2)C(=O)O (3-Oxo-3,4-dihydro-2H-benzo[b][1,4]oxazine-6-carboxylic acid), C1(=CC=CC=C1)C1CCNCC1 (4-phenylpiperidine), C(CCl)Cl (EDC), C=1C=CC2=C(C1)N=NN2O (HOBt). Run in CN(C)C=O (DMF), O (water). Run at temperature 23 celsius, time 4 hour. The product is C1(=CC=CC=C1)C1CCN(CC1)C(=O)C1=CC2=C(OCC(N2)=O)C=C1 (6-(4-phenylpiperidine-1-carbonyl)-2H-benzo[b][1,4]oxazin-3(4H)-one). Reaction SMILES: [O:1]=[C:2]1[CH2:7][O:6][C:5]2[CH:8]=[CH:9][C:10]([C:12]([OH:14])=O)=[CH:11][C:4]=2[NH:3]1.[C:15]1([CH:21]2[CH2:26][CH2:25][NH:24][CH2:23][CH2:22]2)[CH:20]=[CH:19][CH:18]=[CH:17][CH:16]=1.C(Cl)CCl.C1C=CC2N(O)N=NC=2C=1.CCN(C(C)C)C(C)C>CN(C=O)C.O>[C:15]1([CH:21]2[CH2:22][CH2:23][N:24]([C:12]([C:10]3[CH:9]=[CH:8][C:5]4[O:6][CH2:7][C:2](=[O:1])[NH:3][C:4]=4[CH:11]=3)=[O:14])[CH2:25][CH2:26]2)[CH:20]=[CH:19][CH:18]=[CH:17][CH:16]=1. Procedure details: To a solution of 104 (0.5 mmol) in DMF (4 mL) was added 4-phenylpiperidine (0.75 mmol), EDC (0.6 mmol), and HOBt (0.6 mmol) followed by Hunig's base (1.5 mmol). The solution was stirred at 23° C. for 4 h and then water (15 mL) was added. The resulting solid was isolated by filtration, washed with water and dried in vacuo to give a white solid: 1H NMR (DMSO-d6, 400 MHz): δ=10.81 (s, 1H), 7.24-7.32 (m, 5H), 7.20 (t, J=6.9 Hz, 1H), 7.01 (d, J=1.5 Hz, 1H), 6.98 (d, J=10.9 Hz, 3H), 4.62 (s, 2H), 3.90... Reported procedure: 10.6 g of 3-chloroperbenzoic acid are added to a solution, cooled to 0° C., of 7.1 g of 1-(2,2-dimethyltetralin-1-yl)-5-imidazolecarboxylic acid methyl ester in 200 ml of methylene chloride. The mixture is stirred at room temperature for a further 72 hours. A solution of 7.5 g of sodium hydrogen carbonate in 100 ml of water is then added. The organic phase is separated off, washed with water, dried and concentrated by evaporation. The residue is purified by column chromatography on silica gel us... Yield: 4.0%. Solvent: O (water), C(Cl)Cl (methylene chloride). Starting materials: ClC1=CC(=CC=C1)C(=O)OO (3-chloroperbenzoic acid), C(O)([O-])=O.[Na+] (sodium hydrogen carbonate), COC(=O)C1=CN=CN1C1C(CCC2=CC=CC=C12)(C)C (1-(2,2-dimethyltetralin-1-yl)-5-imidazolecarboxylic acid methyl ester). As a reaction SMILES: Cl[C:2]1[CH:7]=[CH:6][CH:5]=[C:4]([C:8]([O:10]O)=O)[CH:3]=1.[CH3:12][O:13][C:14]([C:16]1[N:20]([CH:21]2C3C(=CC=CC=3)C[CH2:23][C:22]2([CH3:32])[CH3:31])[CH:19]=[N:18][CH:17]=1)=[O:15].C(=O)([O-])O.[Na+]>C(Cl)Cl.O>[CH3:12][O:13][C:14]([C:16]1[N:20]([CH:21]2[C:3]3[C:4](=[CH:5][CH:6]=[CH:7][CH:2]=3)[C:8](=[O:10])[CH2:23][C:22]2([CH3:32])[CH3:31])[CH:19]=[N:18][CH:17]=1)=[O:15] |f:2.3|. Yields the product COC(=O)C1=CN=CN1C1C(CC(C2=CC=CC=C12)=O)(C)C (1-(2,2-dimethyl-4-oxotetralin-1-yl)-5-imidazolecarboxylic acid methyl ester). Run at time 72 hour. Reactants: CC(C)C(=O)Cl, Cc1nc(-c2ccccc2)c(-c2ccc(NN)nc2)o1, CCN(C(C)C)C(C)C, ClCCl, CN(C)C=O. The product is Cc1nc(-c2ccccc2)c(-c2ccc(NNC(=O)C(C)C)nc2)o1. RXN SMILES: [C:21]([CH:22]([CH3:23])[CH3:24])(=[O:25])[Cl:26].[CH3:1][c:2]1[o:3][c:4](-[c:13]2[cH:14][cH:15][c:16]([NH:19][NH2:20])[n:17][cH:18]2)[c:5](-[c:7]2[cH:8][cH:9][cH:10][cH:11][cH:12]2)[n:6]1.[CH:35]([N:36]([CH2:37][CH3:38])[CH:39]([CH3:40])[CH3:41])([CH3:42])[CH3:43].[Cl:27][CH2:28][Cl:29].[O:30]=[CH:31][N:32]([CH3:33])[CH3:34]>>[CH3:1][c:2]1[o:3][c:4](-[c:13]2[cH:14][cH:15][c:16]([NH:19][NH:20][C:21]([CH:22]([CH3:23])[CH3:24])=[O:25])[n:17][cH:18]2)[c:5](-[c:7]2[cH:8][cH:9][cH:10][cH:11][cH:12]2)[n:6]1.